From a dataset of the Open Reaction Database (ORD), a public repository of structured organic reaction records. describe an organic reaction: reactants, conditions, products, and yield Starting materials: C(C)OC(=O)C=1N=C(N(C1C(O)C1=CC=C(C=C1)Cl)C(C)C)Br (2-bromo-5-[(4-chlorophenyl)-hydroxy-methyl]-1-isopropyl-1H-imidazole-4-carboxylic acid ethyl ester), ClC1=CC=C(C=O)C=C1 (4-chlorobenzaldehyde), product. Product: C(C)OC(=O)C=1N=C(N(C1C(O)C1=CC=C(C=C1)Cl)[C@@H](COC)C)Br (2-Bromo-5-[(4-chloro-phenyl)-hydroxy-methyl]-1-((R)-2-methoxy-1-methyl-ethyl)-1H-imidazole-4-carboxylic acid ethyl ester). RXN SMILES: [CH2:1]([O:3][C:4]([C:6]1[N:7]=[C:8]([Br:23])[N:9]([CH:20]([CH3:22])[CH3:21])[C:10]=1[CH:11]([C:13]1[CH:18]=[CH:17][C:16]([Cl:19])=[CH:15][CH:14]=1)[OH:12])=[O:5])[CH3:2].ClC1C=CC([CH:29]=[O:30])=CC=1>>[CH2:1]([O:3][C:4]([C:6]1[N:7]=[C:8]([Br:23])[N:9]([C@H:20]([CH3:22])[CH2:21][O:30][CH3:29])[C:10]=1[CH:11]([C:13]1[CH:18]=[CH:17][C:16]([Cl:19])=[CH:15][CH:14]=1)[OH:12])=[O:5])[CH3:2]. Procedure: The title compound was obtained in analogy to the procedure described for intermediate B but using 4-chlorobenzaldehyde and the product from step 256.5. After completion, the reaction mixture was quenched with a 1M NH4Cl solution and extracted with EtOAc. The organic layer was dried (Na2SO4), filtered and concentrated. The residue was purified by flas chromatography (heptane/EtOAc, 80:20→20:80) to give the title compound. tR: 1.08 min (LC-MS 2); ESI-MS: 431.1/433.0 [M+H]+ (LC-MS 2).